From a dataset of the Open Reaction Database (ORD), a public repository of structured organic reaction records. describe an organic reaction: reactants, conditions, products, and yield Starting materials: COC=1C=C(C=CC1NC(=O)NC1=C(C=CC=C1)Br)CC(=O)O (3-methoxy-4-[N′-(2-bromophenyl)ureido]phenylacetic acid), N[C@H](COC1=CC=C(C(=O)OCC2=CC=CC=C2)C=C1)C (benzyl (S)-4-(2-amino-1-propoxy)benzoate), EDC(hydrochloride), C=1C=CC2=C(C1)N=NN2O (HOBt). Reagents/catalysts: CN(C)C=1C=CN=CC1 (4-DMAP). Run in CN(C)C=O (DMF), CCOC(=O)C (EtOAc). Conditions: time 8 hour. The product is COC=1C=C(C=CC1NC(=O)NC1=C(C=CC=C1)Br)CC(=O)N[C@H](COC1=CC=C(C(=O)OCC2=CC=CC=C2)C=C1)C (benzyl (S)-4-[2-[3-methoxy-4-[N′-(2-bromophenyl)ureido]phenylacetylamino]-1-propoxy]benzoate). The yield is 58.0%. As a reaction SMILES: [CH3:1][O:2][C:3]1[CH:4]=[C:5]([CH2:20][C:21]([OH:23])=O)[CH:6]=[CH:7][C:8]=1[NH:9][C:10]([NH:12][C:13]1[CH:18]=[CH:17][CH:16]=[CH:15][C:14]=1[Br:19])=[O:11].[NH2:24][C@@H:25]([CH3:44])[CH2:26][O:27][C:28]1[CH:43]=[CH:42][C:31]([C:32]([O:34][CH2:35][C:36]2[CH:41]=[CH:40][CH:39]=[CH:38][CH:37]=2)=[O:33])=[CH:30][CH:29]=1.C1C=CC2N(O)N=NC=2C=1>CN(C1C=CN=CC=1)C.CN(C=O)C.CCOC(C)=O>[CH3:1][O:2][C:3]1[CH:4]=[C:5]([CH2:20][C:21]([NH:24][C@@H:25]([CH3:44])[CH2:26][O:27][C:28]2[CH:43]=[CH:42][C:31]([C:32]([O:34][CH2:35][C:36]3[CH:37]=[CH:38][CH:39]=[CH:40][CH:41]=3)=[O:33])=[CH:30][CH:29]=2)=[O:23])[CH:6]=[CH:7][C:8]=1[NH:9][C:10]([NH:12][C:13]1[CH:18]=[CH:17][CH:16]=[CH:15][C:14]=1[Br:19])=[O:11]. Reported procedure: A mixture of 3-methoxy-4-[N′-(2-bromophenyl)ureido]phenylacetic acid (480 mg, 1.27 mmol), benzyl (S)-4-(2-amino-1-propoxy)benzoate (361 mg, 1.27 mmol), EDC(hydrochloride) (364 mg, 1.90 mmol), HOBt (256 mg, 1.89 mmol), and 4-DMAP (31 mg, 0.25 mmol) in DMF (8 mL) was stirred at room temp. overnight. The mixture was diluted with EtOAc, washed with 0.5 N HCl, brine, dried over Na2SO4, and evaporated. The residue was purified by column chromatography on silica-gel with CHCl3 to 5% MeOH in CHCl3 as el... The reactants are COC(\C=C\C=1C=C2C(CC3(CCN(CC3)S(=O)(=O)C)OC2=CC1)=O)=O ((E)-3-{1′-Methanesulfonyl-4-oxo-spiro[chromane-2,4′-piperidine]-6-yl}-acrylic acid methyl ester), [OH-].[Na+] (NaOH). Product: CS(=O)(=O)N1CCC2(CC1)OC1=CC=C(C=C1C(C2)=O)/C=C/C(=O)O ((E)-3-{1′-methanesulfonyl-4-oxo-spiro[chromane-2,4′-piperidine]-6-yl}-acrylic acid). Isolated yield 95.8%. As a reaction SMILES: C[O:2][C:3](=[O:26])/[CH:4]=[CH:5]/[C:6]1[CH:7]=[C:8]2[C:22](=[CH:23][CH:24]=1)[O:21][C:11]1([CH2:16][CH2:15][N:14]([S:17]([CH3:20])(=[O:19])=[O:18])[CH2:13][CH2:12]1)[CH2:10][C:9]2=[O:25].[OH-].[Na+]>>[CH3:20][S:17]([N:14]1[CH2:13][CH2:12][C:11]2([CH2:10][C:9](=[O:25])[C:8]3[C:22](=[CH:23][CH:24]=[C:6](/[CH:5]=[CH:4]/[C:3]([OH:26])=[O:2])[CH:7]=3)[O:21]2)[CH2:16][CH2:15]1)(=[O:18])=[O:19] |f:1.2|. Procedure: (E)-3-{1′-Methanesulfonyl-4-oxo-spiro[chromane-2,4′-piperidine]-6-yl}-acrylic acid methyl ester (162 mg, 0.42 mmol) was hydrolyzed with NaOH following the procedure described in Example 1, Step A, giving (E)-3-{1′-methanesulfonyl-4-oxo-spiro[chromane-2,4′-piperidine]-6-yl}-acrylic acid as a white solid (147 mg, 96%). The resulting product was treated with NH2OTHP according to the procedure described in Example 1, Step B, giving (E)-3-{1′-methanesulfonyl-4-oxo-spiro[chromane-2,4′-piperidine]-6-yl... The reactants are C(C)C1=CSC=2CN(CC(OC21)C)C(=O)OC(C)(C)C (tert-Butyl 8-ethyl-2-methyl-2,3-dihydrothieno[2,3-f][1,4]oxazepine-4(5H)-carboxylate). The solvent is C(C)(=O)OCC.Cl (hydrogen chloride-ethyl acetate). Yields the product COC=1C=C(C=CC1)C1=CSC=2CNCC(OC21)C (8-(3-methoxyphenyl)-2-methyl-2,3,4,5-tetrahydrothieno[2,3-f][1,4]oxazepine). Isolated yield 148.9%. RXN SMILES: [CH2:1]([C:3]1[C:12]2[O:11][CH:10]([CH3:13])[CH2:9][N:8](C(OC(C)(C)C)=O)[CH2:7][C:6]=2[S:5][CH:4]=1)[CH3:2]>C(OCC)(=O)C.Cl>[CH3:10][O:11][C:12]1[CH:3]=[C:1]([C:3]2[C:12]3[O:11][CH:10]([CH3:13])[CH2:9][NH:8][CH2:7][C:6]=3[S:5][CH:4]=2)[CH:2]=[CH:7][CH:6]=1 |f:1.2|. Procedure: tert-Butyl 8-ethyl-2-methyl-2,3-dihydrothieno[2,3-f][1,4]oxazepine-4(5H)-carboxylate (190 mg) was stirred in 4N hydrogen chloride-ethyl acetate solution (5 mL) for 20 min. The reaction solution was concentrated under reduced pressure, and the residue was recrystallized from ethyl acetate to give 8-ethyl-2-methyl-2,3,4,5-tetrahydrothieno[2,3-f][1,4]oxazepine 1 hydrochloride (131 mg, 88%) as colorless crystals. Starting materials: CC(C)(C)S(N)=O, CCCS(=O)(=O)c1ccc(C=O)cc1, C1CCOC1, CC[O-], CC[O-], CC[O-], CC[O-], CC[O-], [Ti+5]. Product: CCCS(=O)(=O)c1ccc(C=NS(=O)C(C)(C)C)cc1. Reaction SMILES: [C:15]([CH3:16])([CH3:17])([CH3:18])[S:19](=[O:20])[NH2:21].[CH2:1]([CH2:2][CH3:3])[S:4](=[O:5])(=[O:6])[c:7]1[cH:8][cH:9][c:10]([CH:11]=[O:12])[cH:13][cH:14]1.[CH2:38]1[O:39][CH2:40][CH2:41][CH2:42]1.[CH3:22][CH2:23][O-:24].[CH3:26][CH2:27][O-:28].[CH3:29][CH2:30][O-:31].[CH3:32][CH2:33][O-:34].[CH3:35][CH2:36][O-:37].[Ti+5:25]>>[CH2:1]([CH2:2][CH3:3])[S:4](=[O:5])(=[O:6])[c:7]1[cH:8][cH:9][c:10]([CH:11]=[N:21][S:19]([C:15]([CH3:16])([CH3:17])[CH3:18])=[O:20])[cH:13][cH:14]1. Reaction conditions: temperature 0 celsius, time 14.5 hour. Yields the product [Si](C1=CC=CC=C1)(C1=CC=CC=C1)(C(C)(C)C)C([C@@H]1[C@]([C@]([C@H](OC)O1)(O)C(C1=CC=CC=C1)=O)(O)C(C1=CC=CC=C1)=O)O (1-O-methyl 5-(t-butyldiphenylsilyl)-2,3-dibenzoyl-β-D-ribofuranoside). The reactants are [Si](C1=CC=CC=C1)(C1=CC=CC=C1)(C(C)(C)C)C([C@@H]1[C@H]([C@H]([C@H](OC)O1)O)O)O (1-O-methyl 5-(t-butyldiphenylsilyl)-β-D-ribofuranoside), C(C1=CC=CC=C1)(=O)Cl (benzoyl chloride), C(Cl)Cl (Methylene chloride). Run in C(Cl)Cl.N1=CC=CC=C1 (methylene chloride pyridine). Procedure: To a solution of 1-O-methyl 5-(t-butyldiphenylsilyl)-β-D-ribofuranoside (579 mg, 1.44 mmol) in methylene chloride-pyridine (4:1, 12.5 ml) was added dropwise benzoyl chloride (0.367 ml, 3.16 mmol) at 0° C. The reaction mixture was stirred for 2.5 h at 0° C. and for 14.5 h at room temperature. Ice was added to quench the reaction and the mixture was stirred for 1 h. Methylene chloride (100 ml) was added and two phases were separated. Organic layer was washed with water, saturated ammonium chloride... RXN SMILES: [Si:1]([CH:18]([OH:28])[C@H:19]1[O:25][C@@H:22]([O:23][CH3:24])[C@H:21]([OH:26])[C@@H:20]1[OH:27])([C:14]([CH3:17])([CH3:16])[CH3:15])([C:8]1[CH:13]=[CH:12][CH:11]=[CH:10][CH:9]=1)[C:2]1[CH:7]=[CH:6][CH:5]=[CH:4][CH:3]=1.[C:29](Cl)(=[O:36])[C:30]1[CH:35]=[CH:34][CH:33]=[CH:32][CH:31]=1.C(Cl)Cl>C(Cl)Cl.N1C=CC=CC=1>[Si:1]([CH:18]([OH:28])[C@H:19]1[O:25][C@@H:22]([O:23][CH3:24])[C@:21]([C:29](=[O:36])[C:30]2[CH:35]=[CH:34][CH:33]=[CH:32][CH:31]=2)([OH:26])[C@:20]1([C:29](=[O:36])[C:30]1[CH:35]=[CH:34][CH:33]=[CH:32][CH:31]=1)[OH:27])([C:14]([CH3:17])([CH3:15])[CH3:16])([C:2]1[CH:7]=[CH:6][CH:5]=[CH:4][CH:3]=1)[C:8]1[CH:9]=[CH:10][CH:11]=[CH:12][CH:13]=1 |f:3.4|. Reactants: [BH4-], CCO, N#CC(C#N)=Cc1ccc(Cl)c(Cl)c1, [Na+], C1CCOC1. The product is N#CC(C#N)Cc1ccc(Cl)c(Cl)c1. RXN SMILES: [BH4-:15].[CH3:22][CH2:23][OH:24].[Cl:1][c:2]1[cH:3][c:4]([CH:5]=[C:6]([C:7]#[N:8])[C:9]#[N:10])[cH:11][cH:12][c:13]1[Cl:14].[Na+:16].[O:17]1[CH2:18][CH2:19][CH2:20][CH2:21]1>>[Cl:1][c:2]1[cH:3][c:4]([CH2:5][CH:6]([C:7]#[N:8])[C:9]#[N:10])[cH:11][cH:12][c:13]1[Cl:14].